From a dataset of the Open Reaction Database (ORD), a public repository of structured organic reaction records. describe an organic reaction: reactants, conditions, products, and yield The reactants are CC(C)=O, [O-][I+3]([O-])([O-])[O-], [Na+], O, CC(O)C(O)C1OC(C)(C)OC1COCC(=O)O. The product is CC1(C)OC(C=O)C(COCC(=O)O)O1. As a reaction SMILES: [CH3:25][C:26](=[O:27])[CH3:28].[I+3:19]([O-:20])([O-:21])([O-:22])[O-:23].[Na+:24].[OH2:29].[OH:1][CH:2]([CH:3]([OH:4])[CH3:5])[CH:6]1[CH:7]([CH2:13][O:14][CH2:15][C:16](=[O:17])[OH:18])[O:8][C:9]([CH3:11])([CH3:12])[O:10]1>>[O:1]=[CH:2][CH:6]1[CH:7]([CH2:13][O:14][CH2:15][C:16](=[O:17])[OH:18])[O:8][C:9]([CH3:11])([CH3:12])[O:10]1. Starting materials: NC=1C(=C(C=CC1)C1=CC=C(C=2NC3=CC(=CC=C3C12)C(=O)N1CCN(CC1)C)C(=O)N)C (4-(3-amino-2-methylphenyl)-7-(4-methylpiperazine-1-carbonyl)-9H-carbazole-1-carboxamide), FC=1C=CC(=NC1)C(=O)O (5-fluoropicolinic acid), C1=CC2=C(N=C1)N(N=N2)O (HOAT), CCN(C(C)C)C(C)C (DIEA), C(CCl)Cl (EDC). The solvent is C(C)#N (acetonitrile), CO (methanol). Conditions: time 18 hour. Yields the product FC=1C=CC(=NC1)C(=O)NC=1C(=C(C=CC1)C1=CC=C(C=2NC3=CC(=CC=C3C12)C(=O)N1CCN(CC1)C)C(=O)N)C (4-(3-(5-fluoropicolinamido)-2-methylphenyl)-7-(4-methylpiperazine-1-carbonyl)-9H-carbazole-1-carboxamide). The yield is 96.8%. Reaction SMILES: [NH2:1][C:2]1[C:3]([CH3:33])=[C:4]([C:8]2[C:20]3[C:19]4[C:14](=[CH:15][C:16]([C:21]([N:23]5[CH2:28][CH2:27][N:26]([CH3:29])[CH2:25][CH2:24]5)=[O:22])=[CH:17][CH:18]=4)[NH:13][C:12]=3[C:11]([C:30]([NH2:32])=[O:31])=[CH:10][CH:9]=2)[CH:5]=[CH:6][CH:7]=1.[F:34][C:35]1[CH:36]=[CH:37][C:38]([C:41](O)=[O:42])=[N:39][CH:40]=1.C1C=NC2N(O)N=NC=2C=1.CCN(C(C)C)C(C)C.C(Cl)CCl>C(#N)C.CO>[F:34][C:35]1[CH:36]=[CH:37][C:38]([C:41]([NH:1][C:2]2[C:3]([CH3:33])=[C:4]([C:8]3[C:20]4[C:19]5[C:14](=[CH:15][C:16]([C:21]([N:23]6[CH2:28][CH2:27][N:26]([CH3:29])[CH2:25][CH2:24]6)=[O:22])=[CH:17][CH:18]=5)[NH:13][C:12]=4[C:11]([C:30]([NH2:32])=[O:31])=[CH:10][CH:9]=3)[CH:5]=[CH:6][CH:7]=2)=[O:42])=[N:39][CH:40]=1. Reported procedure: A mixture of 4-(3-amino-2-methylphenyl)-7-(4-methylpiperazine-1-carbonyl)-9H-carbazole-1-carboxamide (Example 3-2, 100 mg, 0.204 mmol), 5-fluoropicolinic acid (43.1 mg, 0.306 mmol), and HOAT (41.6 mg, 0.306 mmol) in acetonitrile (2 mL) was treated with DIEA (0.053 mL, 0.306 mmol) and EDC (78 mg, 0.408 mmol) and the mixture was stirred at rt. After 18 h, the mixture was diluted with methanol and purified by preparative HPLC. The aqueous residue from concentration of the appropriate effluent fract... Starting materials: CC([C@@H](C(=O)OC(C)(C)C)NCCC1=CC=C(C=C1)C1=NOC(=N1)C1=CC(=C(C=C1)C1=C(C=CC=C1)C)C(F)(F)F)C ((2S)-tert-butyl 3-methyl-2-(4-(5-(2′-methyl-2-(trifluoromethyl)biphenyl-4-yl)-1,2,4-oxadiazol-3-yl)phenethylamino)butanoate), Cl (HCl). The solvent is O1CCOCC1 (dioxan). Run at temperature 70 celsius. The product is CC([C@@H](C(=O)O)NCCC1=CC=C(C=C1)C1=NOC(=N1)C1=CC(=C(C=C1)C1=C(C=CC=C1)C)C(F)(F)F)C ((2S)-3-methyl-2-(4-(5-(2′-methyl-2-(trifluoromethyl)biphenyl-4-yl)-1,2,4-oxadiazol-3-yl)phenethylamino)butanoic acid). As a reaction SMILES: [CH3:1][CH:2]([CH3:42])[C@H:3]([NH:11][CH2:12][CH2:13][C:14]1[CH:19]=[CH:18][C:17]([C:20]2[N:24]=[C:23]([C:25]3[CH:30]=[CH:29][C:28]([C:31]4[CH:36]=[CH:35][CH:34]=[CH:33][C:32]=4[CH3:37])=[C:27]([C:38]([F:41])([F:40])[F:39])[CH:26]=3)[O:22][N:21]=2)=[CH:16][CH:15]=1)[C:4]([O:6]C(C)(C)C)=[O:5].Cl>O1CCOCC1>[CH3:1][CH:2]([CH3:42])[C@H:3]([NH:11][CH2:12][CH2:13][C:14]1[CH:15]=[CH:16][C:17]([C:20]2[N:24]=[C:23]([C:25]3[CH:30]=[CH:29][C:28]([C:31]4[CH:36]=[CH:35][CH:34]=[CH:33][C:32]=4[CH3:37])=[C:27]([C:38]([F:40])([F:39])[F:41])[CH:26]=3)[O:22][N:21]=2)=[CH:18][CH:19]=1)[C:4]([OH:6])=[O:5]. Reported procedure: To (2S)-tert-butyl 3-methyl-2-(4-(5-(2′-methyl-2-(trifluoromethyl)biphenyl-4-yl)-1,2,4-oxadiazol-3-yl)phenethylamino)butanoate (86 mg; 0.15 mmol) was added 4M HCl in dioxan and the mixture was heated in a tube at 70° C. for 3 hours. The solvent was then removed in vacuo and the residue was purified by preparative HPLC to give the title compound as a white solid. 1H NMR (DMSO-d6, 400 MHz) δ 8.56 (1H, s), 8.50 (1H, d, J=8.1 Hz), 8.08 (2H, d, J=7.8 Hz), 7.65 (1H, d, J=8.1 Hz), 7.51 (2H, d, J=8.0 Hz... The reactants are BrB(Br)Br, COc1ccc2c(c1)-c1cc(Br)ccc1C(=O)C2=O, ClCCl. Yields the product O=C1C(=O)c2ccc(Br)cc2-c2cc(O)ccc21. As a reaction SMILES: [B:20]([Br:21])([Br:22])[Br:23].[Br:1][c:2]1[cH:3][cH:4][c:5]2[c:14]([cH:15]1)-[c:13]1[c:8]([cH:9][cH:10][c:11]([O:16][CH3:17])[cH:12]1)[C:7](=[O:18])[C:6]2=[O:19].[Cl:24][CH2:25][Cl:26]>>[Br:1][c:2]1[cH:3][cH:4][c:5]2[c:14]([cH:15]1)-[c:13]1[c:8]([cH:9][cH:10][c:11]([OH:16])[cH:12]1)[C:7](=[O:18])[C:6]2=[O:19]. The reactants are C=O (formaldehyde), tertiary amine, C(C)C(C=O)(CCCC)CO (2-ethyl-2-(hydroxymethyl)hexanal), C(C)C(C=O)CCCC (2-ethylhexanal), C(C)C(C=O)(CCCC)CO (2-ethyl-2-(hydroxymethyl)hexanal), C(C)C(C=O)CCCC (2-ethylhexanal). Yields the product crude product, C(CCC)C(CO)(CO)CC (2-butyl-2-ethyl-1,3-propanediol). As a reaction SMILES: [CH2:1]([C:3]([CH2:10][OH:11])([CH2:6][CH2:7][CH2:8][CH3:9])[CH:4]=[O:5])[CH3:2].C(C(CCCC)C=O)C.C=O>>[CH2:6]([C:3]([CH2:1][CH3:2])([CH2:4][OH:5])[CH2:10][OH:11])[CH2:7][CH2:8][CH3:9]. Procedure details: Disclosed is a continuous process for the manufacture of 2-ethyl-2-(hydroxymethyl)hexanal wherein 2-ethylhexanal, formaldehyde and a tertiary amine are continuously fed to a reaction zone and crude product comprising an aqueous phase and an organic phase containing 2-ethyl-2-(hydroxymethyl)hexanal and 2-ethylhexanal is continuously removed from the reaction zone. Also disclosed are processes for (1) the azeotropic distillation of the organic phase of the crude product whereby unreacted 2-ethylhe... Starting materials: CNC (dimethylamine), CNC (dimethylamine), COC(=O)NC(=S)NC1=C(C=CC=C1)NC(CCl)=O (1-methoxycarbonyl-3-(2-chloroacetamidophenyl)thiourea). Reported procedure: A suspension of 1-methoxycarbonyl-3-(2-chloroacetamidophenyl)thiourea (1.51 g) in benzene (50 ml) was treated with a solution of dimethylamine in benzene (15 ml., 10% w/w). The mixture was heated to reflux for 15 minutes with stirring. A further quantity of dimethylamine in benzene (5ml, 10% w/w) was added, and the mixture heated to reflux for a further 15 minutes with stirring. The mixture was allowed to stand for 1 hour, during which time it cooled to room temperature, and was then filtered. T... The solvent is C1=CC=CC=C1 (benzene), C1=CC=CC=C1 (benzene), C1=CC=CC=C1 (benzene). As a reaction SMILES: [CH3:1][O:2][C:3]([NH:5][C:6]([NH:8][C:9]1[CH:14]=[CH:13][CH:12]=[CH:11][C:10]=1[NH:15][C:16](=[O:19])[CH2:17][Cl:18])=[S:7])=[O:4].[CH3:20][NH:21][CH3:22]>C1C=CC=CC=1>[ClH:18].[CH3:1][O:2][C:3]([NH:5][C:6]([NH:8][C:9]1[CH:14]=[CH:13][CH:12]=[CH:11][C:10]=1[NH:15][C:16](=[O:19])[CH2:17][N:21]([CH3:22])[CH3:20])=[S:7])=[O:4] |f:3.4|. Yields the product Cl.COC(=O)NC(=S)NC1=C(C=CC=C1)NC(CN(C)C)=O (1-methoxycarbonyl-3-(2-dimethylaminoacetamidophenyl)thiourea hydrochloride). Run at time 1 hour. Starting materials: [Br-], CS(=O)(=O)OCCN(CCCl)c1cc(C(N)=O)c([N+](=O)[O-])cc1[N+](=O)[O-], CC#N, [Li+]. The product is NC(=O)c1cc(N(CCCl)CCBr)c([N+](=O)[O-])cc1[N+](=O)[O-]. Reaction SMILES: [Br-:27].[CH3:1][S:2]([O:3][CH2:6][CH2:7][N:8]([c:9]1[c:10]([N+:21](=[O:22])[O-:23])[cH:11][c:12]([N+:18](=[O:19])[O-:20])[c:13]([C:15](=[O:16])[NH2:17])[cH:14]1)[CH2:24][CH2:25][Cl:26])(=[O:4])=[O:5].[CH3:29][C:30]#[N:31].[Li+:28]>>[CH2:6]([CH2:7][N:8]([c:9]1[c:10]([N+:21](=[O:22])[O-:23])[cH:11][c:12]([N+:18](=[O:19])[O-:20])[c:13]([C:15](=[O:16])[NH2:17])[cH:14]1)[CH2:24][CH2:25][Cl:26])[Br:27]. Starting materials: Cc1ccccc1, CCO, CSc1nc(Cl)c2c(n1)CCN(C(=O)OC(C)(C)C)C2, OB(O)c1ccc(Cl)cc1Cl, [Na+], [Na+], O=C([O-])[O-], O, c1ccc(P(CCCCP(c2ccccc2)c2ccccc2)c2ccccc2)cc1. Yields the product CSc1nc2c(c(-c3ccc(Cl)cc3Cl)n1)CN(C(=O)OC(C)(C)C)CC2. RXN SMILES: [CH3:68][c:69]1[cH:70][cH:71][cH:72][cH:73][cH:74]1.[CH3:76][CH2:77][OH:78].[Cl:1][c:2]1[c:3]2[c:4]([n:5][c:6]([S:8][CH3:9])[n:7]1)[CH2:10][CH2:11][N:12]([C:14](=[O:15])[O:16][C:17]([CH3:18])([CH3:19])[CH3:20])[CH2:13]2.[Cl:21][c:22]1[c:23]([B:29]([OH:30])[OH:31])[cH:24][cH:25][c:26]([Cl:28])[cH:27]1.[Na+:62].[Na+:63].[O-:64][C:65](=[O:66])[O-:67].[OH2:75].[c:32]1([P:33]([c:34]2[cH:35][cH:36][cH:37][cH:38][cH:39]2)[CH2:40][CH2:41][CH2:42][CH2:43][P:44]([c:45]2[cH:46][cH:47][cH:48][cH:49][cH:50]2)[c:51]2[cH:52][cH:53][cH:54][cH:55][cH:56]2)[cH:57][cH:58][cH:59][cH:60][cH:61]1>>[c:2]1(-[c:23]2[c:22]([Cl:21])[cH:27][c:26]([Cl:28])[cH:25][cH:24]2)[c:3]2[c:4]([n:5][c:6]([S:8][CH3:9])[n:7]1)[CH2:10][CH2:11][N:12]([C:14](=[O:15])[O:16][C:17]([CH3:18])([CH3:19])[CH3:20])[CH2:13]2.